Dataset: the Open Reaction Database (ORD), a public repository of structured organic reaction records. Task: describe an organic reaction: reactants, conditions, products, and yield The reactants are 2b, C(C)(C)(C)OC(=O)N1C[C@]2(CC3=C(C=C2CC1)N(N=C3)C3=CC=C(C=C3)F)CO ((R)-1-(4-fluorophenyl)-4a-hydroxymethyl-1,4,4a,5,7,8-hexahydro-1,2,6-triazacyclopenta[b]naphthalene-6-carboxylic acid tert-butyl ester), IC (iodomethane). Yields the product C(C)(C)(C)OC(=O)N1C[C@]2(CC3=C(C=C2CC1)N(N=C3)C3=CC=C(C=C3)F)COC ((R)-1-(4-Fluorophenyl)-4a-methoxymethyl-1,4,4a,5,7,8-hexahydro-1,2,6-triazacyclopenta[b]naphthalene-6-carboxylic acid tert-butyl ester). Reaction SMILES: [C:1]([O:5][C:6]([N:8]1[CH2:17][CH2:16][C:15]2[C@:10]([CH2:28][OH:29])([CH2:11][C:12]3[CH:20]=[N:19][N:18]([C:21]4[CH:26]=[CH:25][C:24]([F:27])=[CH:23][CH:22]=4)[C:13]=3[CH:14]=2)[CH2:9]1)=[O:7])([CH3:4])([CH3:3])[CH3:2].I[CH3:31]>>[C:1]([O:5][C:6]([N:8]1[CH2:17][CH2:16][C:15]2[C@:10]([CH2:28][O:29][CH3:31])([CH2:11][C:12]3[CH:20]=[N:19][N:18]([C:21]4[CH:26]=[CH:25][C:24]([F:27])=[CH:23][CH:22]=4)[C:13]=3[CH:14]=2)[CH2:9]1)=[O:7])([CH3:4])([CH3:3])[CH3:2]. Procedure: The title compound was prepared by the method of Preparation 2b using (R)-1-(4-fluorophenyl)-4a-hydroxymethyl-1,4,4a,5,7,8-hexahydro-1,2,6-triazacyclopenta[b]naphthalene-6-carboxylic acid tert-butyl ester and iodomethane. LCMS (Method D): 414 (M+H)+, Retention time 4.3 minutes. Starting materials: FC1=C(C(=CC=C1)F)O (2,6-difluorophenol), C([O-])([O-])=O.[K+].[K+] (potassium carbonate), BrCC(=O)OC (methyl bromoacetate), Cl (hydrochloric acid), ice water. Solvent: CC(=O)C (acetone), CC(=O)C (acetone). Conditions: time 8 hour. Product: FC1=C(OCC(=O)OC)C(=CC=C1)F (methyl 2,6-difluorophenoxyacetate). Reaction SMILES: [F:1][C:2]1[CH:7]=[CH:6][CH:5]=[C:4]([F:8])[C:3]=1[OH:9].C(=O)([O-])[O-].[K+].[K+].Br[CH2:17][C:18]([O:20][CH3:21])=[O:19].Cl>CC(C)=O>[F:1][C:2]1[CH:7]=[CH:6][CH:5]=[C:4]([F:8])[C:3]=1[O:9][CH2:17][C:18]([O:20][CH3:21])=[O:19] |f:1.2.3|. Reported procedure: To a mixture of 2,6-difluorophenol (25 g), potassium carbonate (39.5 g) and acetone (100 ml) was added dropwise with stirring at room temperature a solution of methyl bromoacetate (17.8 ml) in acetone (100 ml). After stirring at room temperature overnight, the reaction mixture was taken up in a mixture of conc. hydrochloric acid (40 ml) and ice water (500 ml), and extracted with ethyl acetate. The ethyl acetate layer was washed with a saturated aqueous sodium chloride solution and dried over anh... Starting materials: CC(=O)Nc1ccc2c(O)ccnc2n1, CN(C)c1ccccc1, Cc1ccccc1, O=P(Cl)(Cl)Cl. Product: CC(=O)Nc1ccc2c(Cl)ccnc2n1. Reaction SMILES: [C:6]([CH3:7])(=[O:8])[NH:9][c:10]1[n:11][c:12]2[n:13][cH:14][cH:15][c:16]([OH:20])[c:17]2[cH:18][cH:19]1.[CH3:21][N:22]([c:23]1[cH:24][cH:25][cH:26][cH:27][cH:28]1)[CH3:29].[CH3:30][c:31]1[cH:32][cH:33][cH:34][cH:35][cH:36]1.[P:1]([Cl:2])([Cl:3])([Cl:4])=[O:5]>>[Cl:3][c:16]1[cH:15][cH:14][n:13][c:12]2[n:11][c:10]([NH:9][C:6]([CH3:7])=[O:8])[cH:19][cH:18][c:17]21. Starting materials: COC(CCCCC=1OC(=C(N1)C1=C(C=CC=C1)O)C)=O (5-[4-(2-hydroxy-phenyl)-5-methyl-oxazol-2-yl]-pentanoic acid methyl ester), C1CCOC1 (THF), [OH-].[Na+] (NaOH). Solvent: CCO (EtOH). The product is OC1=C(C=CC=C1)C=1N=C(OC1C)CCCCC(=O)O (5-[4-(2-hydroxy-phenyl)-5-methyl-oxazol-2-yl]-pentanoic acid). RXN SMILES: C[O:2][C:3](=[O:21])[CH2:4][CH2:5][CH2:6][CH2:7][C:8]1[O:9][C:10]([CH3:20])=[C:11]([C:13]2[CH:18]=[CH:17][CH:16]=[CH:15][C:14]=2[OH:19])[N:12]=1.C1COCC1.[OH-].[Na+]>CCO>[OH:19][C:14]1[CH:15]=[CH:16][CH:17]=[CH:18][C:13]=1[C:11]1[N:12]=[C:8]([CH2:7][CH2:6][CH2:5][CH2:4][C:3]([OH:21])=[O:2])[O:9][C:10]=1[CH3:20] |f:2.3|. Procedure: Combine 5-[4-(2-hydroxy-phenyl)-5-methyl-oxazol-2-yl]-pentanoic acid methyl ester (2.9 g, 10.0 mmol) with THF (3 mL), EtOH (3 mL) and 2N NaOH (20 mL) and stir until hydrolysis is complete. Concentrate the mixture, dilute the residue with water and adjust the pH to 2.0-3.0 with aq HCl. Extract the mixture with EtOAc and dry the extracts over Na2SO4 before concentrating. Chromatograph the residue over silica gel (MeOH/CH2Cl2) to allow for recovery of 5-[4-(2-hydroxy-phenyl)-5-methyl-oxazol-2-yl]-p... The reactants are CN(C(C(=O)C1=C(N(C2=CC=CC=C12)C)C=1C(=NOC1C)CC)=O)C (N,N,1-trimethyl-2-(3-ethyl-5-methyl-4-isoxazolyl)-3-indoleglyoxylamide), [H-].[Al+3].[Li+].[H-].[H-].[H-] (lithium aluminum hydride). The solvent is C(C)OCC (diethylether), O1CCCC1 (tetrahydrofuran), O1CCCC1 (tetrahydrofuran). Product: CN(C)CC(O)C1=C(N(C2=CC=CC=C12)C)C=1C(=NOC1C)CC (α-(dimethylaminomethyl)-2-(3-ethyl-5-methyl-4-isoxazolyl)-1-methyl-indole-3-methanol). RXN SMILES: [H-].[Al+3].[Li+].[H-].[H-].[H-].[CH3:7][N:8]([CH3:31])[C:9](=O)[C:10]([C:12]1[C:20]2[C:15](=[CH:16][CH:17]=[CH:18][CH:19]=2)[N:14]([CH3:21])[C:13]=1[C:22]1[C:23]([CH2:28][CH3:29])=[N:24][O:25][C:26]=1[CH3:27])=[O:11]>O1CCCC1.C(OCC)C>[CH3:31][N:8]([CH2:9][CH:10]([C:12]1[C:20]2[C:15](=[CH:16][CH:17]=[CH:18][CH:19]=2)[N:14]([CH3:21])[C:13]=1[C:22]1[C:23]([CH2:28][CH3:29])=[N:24][O:25][C:26]=1[CH3:27])[OH:11])[CH3:7] |f:0.1.2.3.4.5|. Procedure: A suspension of 9.24 g (0.243 mole) of lithium aluminum hydride and 500 ml tetrahydrofuran under nitrogen is heated to reflux and is treated by rapid addition with 18.47 g (0.054 mole) of N,N,1-trimethyl-2-(3-ethyl-5-methyl-4-isoxazolyl)-3-indoleglyoxylamide in 350 ml of tetrahydrofuran. The resulting mixture is heated an additional 15 minutes, cooled, diluted with 350 ml of diethylether and is quenched by the dropwise addition of 60 ml of saturated magnesium sulfate solution. The mixture is the... Reactants: C([O-])(O)=O.[Na+] (sodium bicarbonate), ice, NC1=C(C=CC2=CC=CC=C12)NC=1C=C(C#N)C=CC1 (3-(1-amino-2-naphthylamino)benzonitrile), C(CC(=O)Cl)(=O)Cl (malonyl chloride). Solvent: C1(=CC=CC=C1)C (toluene). Conditions: temperature 80 celsius, time 20 minute. The product is C(#N)C=1C=C(C=CC1)N1C2=C(NC(CC1=O)=O)C1=CC=CC=C1C=C2 (5-(3-Cyanophenyl)-1H-naphtho[1,2-b][1,4]diazepin-2,4(3H,5H)-dione). The yield is 27.4%. As a reaction SMILES: [NH2:1][C:2]1[C:11]2[C:6](=[CH:7][CH:8]=[CH:9][CH:10]=2)[CH:5]=[CH:4][C:3]=1[NH:12][C:13]1[CH:14]=[C:15]([CH:18]=[CH:19][CH:20]=1)[C:16]#[N:17].[C:21](Cl)(=[O:26])[CH2:22][C:23](Cl)=[O:24].C(=O)(O)[O-].[Na+]>C1(C)C=CC=CC=1>[C:16]([C:15]1[CH:14]=[C:13]([N:12]2[C:23](=[O:24])[CH2:22][C:21](=[O:26])[NH:1][C:2]3[C:11]4[C:6]([CH:5]=[CH:4][C:3]2=3)=[CH:7][CH:8]=[CH:9][CH:10]=4)[CH:20]=[CH:19][CH:18]=1)#[N:17] |f:2.3|. Procedure: To an ice-cold solution of 3-(1-amino-2-naphthylamino)benzonitrile (968 mg, 3.73 mmol) in toluene (10 mL) was added malonyl chloride (436 μL, 4.48 mmol). The mixture was stirred at 80° C. for 20 minutes, then at 110° C. for 10 minutes. After the reaction mixture was cooled to room temperature, the solution part of the reaction mixture was poured into a saturated aqueous sodium bicarbonate solution, and was extracted with ethyl acetate. The organic layer was dried over anhydrous sodium sulfate, a...